This data is from the Open Reaction Database (ORD), a public repository of structured organic reaction records. The task is: describe an organic reaction: reactants, conditions, products, and yield Starting materials: C\C(=C/C(=O)OCC)\C=C\C=C\C1=CC=2C(CCC(C2C=C1OCC#CCC)(C)C)(C)C (ethyl (2E,4E,6E)-3-methyl-7-(3-pent-2-ynyloxy-5,5,8,8-tetramethyl-5,6,7,8-tetrahydro-naphthalen-2-yl)-hepta-2,4,6-trienoate), [OH-].[Na+] (NaOH), ice HCl. The solvent is C1CCOC1.C(C)O (THF ethanol). Conditions: time 3 hour. Yields the product C\C(=C/C(=O)O)\C=C\C=C\C1=CC=2C(CCC(C2C=C1OCC#CCC)(C)C)(C)C ((2E,4E,6E)-3-methyl-7-(3-pent-2-ynyloxy-5,5,8,8-tetramethyl-5,6,7,8-tetrahydro-naphthalen-2-yl)-hepta-2,4,6-trienoic acid). Yield: 67.5%. RXN SMILES: [CH3:1]/[C:2](/[CH:9]=[CH:10]/[CH:11]=[CH:12]/[C:13]1[C:22]([O:23][CH2:24][C:25]#[C:26][CH2:27][CH3:28])=[CH:21][C:20]2[C:19]([CH3:30])([CH3:29])[CH2:18][CH2:17][C:16]([CH3:32])([CH3:31])[C:15]=2[CH:14]=1)=[CH:3]\[C:4]([O:6]CC)=[O:5].[OH-].[Na+]>C1COCC1.C(O)C>[CH3:1]/[C:2](/[CH:9]=[CH:10]/[CH:11]=[CH:12]/[C:13]1[C:22]([O:23][CH2:24][C:25]#[C:26][CH2:27][CH3:28])=[CH:21][C:20]2[C:19]([CH3:30])([CH3:29])[CH2:18][CH2:17][C:16]([CH3:31])([CH3:32])[C:15]=2[CH:14]=1)=[CH:3]\[C:4]([OH:6])=[O:5] |f:1.2,3.4|. Procedure: 1.02 g of ethyl (2E,4E,6E)-3-methyl-7-(3-pent-2-ynyloxy-5,5,8,8-tetramethyl-5,6,7,8-tetrahydro-naphthalen-2-yl)-hepta-2,4,6-trienoate were placed in 8 ml of abs. THF/ethanol (1/1) and treated under argon with 3.9 ml of 3N NaOH. The mixture was stirred at room temperature for 2 days and at 40° for 3 h. Then, the mixture was poured on to ice/HCl, extracted with diethyl ether, washed with water, dried and evaporated. Crystallization from diethyl ether yielded 644 mg of (2E,4E,6E)-3-methyl-7-(3-pent... The reactants are OC(C[C@@]1(CCN(C(O1)=O)[C@@H](C)C1=CC=C(C=C1)B1OC(C(O1)(C)C)(C)C)C1=CC=CC=C1)(C)C ((S)-6-(2-hydroxy-2-methylpropyl)-6-phenyl-3-{(S)-1-[4-(4,4,5,5-tetramethyl-1,3,2-dioxaborolan-2-yl)phenyl]-ethyl}-1,3-oxazinan-2-one), BrC=1C=CC(=NC1)C1C(N(CC1)C)=O (3-(5-bromo-pyridin-2-yl)-1-methyl-pyrrolidin-2-one). Product: OC(C[C@@]1(CCN(C(O1)=O)[C@@H](C)C1=CC=C(C=C1)C=1C=NC(=CC1)C1C(N(CC1)C)=O)C1=CC=CC=C1)(C)C ((S)-6-(2-Hydroxy-2-methyl-propyl)-3-((S)-1-{4-[6-(1-methyl-2-oxo-pyrrolidin-3-yl)-pyridin-3-yl]-phenyl}-ethyl)-6-phenyl-[1,3]oxazinan-2-one). Yield: 57.0%. RXN SMILES: [OH:1][C:2]([CH3:35])([CH3:34])[CH2:3][C@@:4]1([C:28]2[CH:33]=[CH:32][CH:31]=[CH:30][CH:29]=2)[O:9][C:8](=[O:10])[N:7]([C@H:11]([C:13]2[CH:18]=[CH:17][C:16](B3OC(C)(C)C(C)(C)O3)=[CH:15][CH:14]=2)[CH3:12])[CH2:6][CH2:5]1.Br[C:37]1[CH:38]=[CH:39][C:40]([CH:43]2[CH2:47][CH2:46][N:45]([CH3:48])[C:44]2=[O:49])=[N:41][CH:42]=1>>[OH:1][C:2]([CH3:35])([CH3:34])[CH2:3][C@@:4]1([C:28]2[CH:29]=[CH:30][CH:31]=[CH:32][CH:33]=2)[O:9][C:8](=[O:10])[N:7]([C@H:11]([C:13]2[CH:14]=[CH:15][C:16]([C:37]3[CH:42]=[N:41][C:40]([CH:43]4[CH2:47][CH2:46][N:45]([CH3:48])[C:44]4=[O:49])=[CH:39][CH:38]=3)=[CH:17][CH:18]=2)[CH3:12])[CH2:6][CH2:5]1. Procedure details: The title compound was prepared from (S)-6-(2-hydroxy-2-methylpropyl)-6-phenyl-3-{(S)-1-[4-(4,4,5,5-tetramethyl-1,3,2-dioxaborolan-2-yl)phenyl]-ethyl}-1,3-oxazinan-2-one and 3-(5-bromo-pyridin-2-yl)-1-methyl-pyrrolidin-2-one following a procedure analogous to that described in Example 1. Yield: 57% of theory; LC (method 1): tR=1.82 min; Mass spectrum (ESI+): m/z=528 [M+H]+.